The task is: describe an organic reaction: reactants, conditions, products, and yield. This data is from the Open Reaction Database (ORD), a public repository of structured organic reaction records. The reactants are ClC(=O)OCC (Ethyl chloroformate), NCC(O)C1=CC2(C3=CC=CC=C13)CCCC2 (2-amino-1-[spiro(cyclopentane-1,1'-indene)-3'-yl]ethanol), [OH-].[Na+] (sodium hydroxide). Run in C(Cl)(Cl)Cl (chloroform), O (water). Reaction conditions: time 2 hour. The product is C(C)OC(=O)NCC(O)C1=CC2(C3=CC=CC=C13)CCCC2 (2-ethoxycarbonylamino-1-[spiro(cyclopentane-1,1'-indene)-3'-yl]ethanol). Reaction SMILES: Cl[C:2]([O:4][CH2:5][CH3:6])=[O:3].[NH2:7][CH2:8][CH:9]([C:11]1[C:19]2[C:14](=[CH:15][CH:16]=[CH:17][CH:18]=2)[C:13]2([CH2:23][CH2:22][CH2:21][CH2:20]2)[CH:12]=1)[OH:10].[OH-].[Na+]>C(Cl)(Cl)Cl.O>[CH2:5]([O:4][C:2]([NH:7][CH2:8][CH:9]([C:11]1[C:19]2[C:14](=[CH:15][CH:16]=[CH:17][CH:18]=2)[C:13]2([CH2:23][CH2:22][CH2:21][CH2:20]2)[CH:12]=1)[OH:10])=[O:3])[CH3:6] |f:2.3|. Procedure: Ethyl chloroformate (2.06 g) is added dropwise at about 7° C. to a stirred mixture of 2-amino-1-[spiro(cyclopentane-1,1'-indene)-3'-yl]ethanol (3.35 g) in chloroform (50 ml) and sodium hydroxide (0.9 g) in water (20 ml). After 2 hours, the chloroform phase is separated and the aqueous phase is extracted twice with chloroform. The combined chloroform solutions are dried and concentrated under reduced pressure. The crude 2-ethoxycarbonylamino-1-[spiro(cyclopentane-1,1'-indene)-3'-yl]ethanol thus o... Starting materials: ClC=1C(=CC2=C(N(C(=N2)CC)C2=CC=C(C=C2)CCCl)C1)N (6-Chloro-1-[4-(2-chloroethyl)phenyl]-2-ethyl-1H-benzimidazol-5-ylamine), C(C)(=O)Cl (acetyl chloride), O (water). Solvent: N1=CC=CC=C1 (pyridine). Reaction conditions: time 1.5 hour. Product: ClC=1C(=CC2=C(N(C(=N2)CC)C2=CC=C(C=C2)CCCl)C1)NC(C)=O (N-{6-Chloro-1-[4-(2-chloroethyl)phenyl]-2-ethyl-1H-benzimidazol-5-yl}acetamide). Yield: 97.4%. Reaction SMILES: [Cl:1][C:2]1[C:3]([NH2:22])=[CH:4][C:5]2[N:9]=[C:8]([CH2:10][CH3:11])[N:7]([C:12]3[CH:17]=[CH:16][C:15]([CH2:18][CH2:19][Cl:20])=[CH:14][CH:13]=3)[C:6]=2[CH:21]=1.[C:23](Cl)(=[O:25])[CH3:24].O>N1C=CC=CC=1>[Cl:1][C:2]1[C:3]([NH:22][C:23](=[O:25])[CH3:24])=[CH:4][C:5]2[N:9]=[C:8]([CH2:10][CH3:11])[N:7]([C:12]3[CH:13]=[CH:14][C:15]([CH2:18][CH2:19][Cl:20])=[CH:16][CH:17]=3)[C:6]=2[CH:21]=1. Reported procedure: To a solution of 6-chloro-1-[4-(2-chloroethyl)phenyl]-2-ethyl-1H-benzimidazol-5-ylamine (step 6 of Example 110, 100 mg, 0.3 mmol) in pyridine (7 mL) was added dropwise acetyl chloride (0.03 mL, 0.33 mmol) under nitrogen atmosphere at 0° C., and the reaction mixture was stirred at room temperature for 1.5 h. The mixture was poured into water (20 mL) and extracted with ethyl acetate (50 mL). The organic layer was washed with 2N aqueous NaOH (30 mL), brine (30 mL), then dried (Na2SO4). After remova... The reactants are CC(C)(C)[Si](C)(C)Cl, OCC1CCN(Cc2ccccc2)C1, CCN(C(C)C)C(C)C, ClC(Cl)Cl. Yields the product CC(C)(C)[Si](C)(C)OCC1CCN(Cc2ccccc2)C1. As a reaction SMILES: [C:10]([CH3:11])([CH3:12])([CH3:13])[Si:14]([Cl:15])([CH3:16])[CH3:17].[CH2:18]([c:19]1[cH:20][cH:21][cH:22][cH:23][cH:24]1)[N:25]1[CH2:26][CH:27]([CH2:30][OH:31])[CH2:28][CH2:29]1.[CH:1]([N:2]([CH:3]([CH3:4])[CH3:5])[CH2:6][CH3:7])([CH3:8])[CH3:9].[CH:32]([Cl:33])([Cl:34])[Cl:35]>>[C:10]([CH3:11])([CH3:12])([CH3:13])[Si:14]([CH3:16])([CH3:17])[O:31][CH2:30][CH:27]1[CH2:26][N:25]([CH2:18][c:19]2[cH:20][cH:21][cH:22][cH:23][cH:24]2)[CH2:29][CH2:28]1. Reactants: CCn1c(-c2nonc2N)nc2cncc(Br)c21, [Li]CCCC, COB(OC)OC, C1CCOC1. Product: CCn1c(-c2nonc2N)nc2cncc(O)c21. As a reaction SMILES: [Br:1][c:2]1[c:3]2[c:4]([cH:5][n:6][cH:7]1)[n:8][c:9](-[c:13]1[c:14]([NH2:18])[n:15][o:16][n:17]1)[n:10]2[CH2:11][CH3:12].[CH2:19]([Li:20])[CH2:21][CH2:22][CH3:23].[CH3:24][O:25][B:26]([O:27][CH3:28])[O:29][CH3:30].[O:31]1[CH2:32][CH2:33][CH2:34][CH2:35]1>>[c:2]1([OH:25])[c:3]2[c:4]([cH:5][n:6][cH:7]1)[n:8][c:9](-[c:13]1[c:14]([NH2:18])[n:15][o:16][n:17]1)[n:10]2[CH2:11][CH3:12]. Reactants: Cl (Hydrochloric acid), CC(=C(C(=O)OC)N1C(C[C@H]1CC=C)=O)C (methyl 3-methyl-2-[(4R)-2-oxo-4-allylazetidin-1-yl]but-2-enoate), C(C)(C)NC1CCCCC1 (N-isopropylcyclohexylamine). Run in O1CCCC1 (tetrahydrofuran), O1CCCC1 (tetrahydrofuran), C(C)(=O)OCC (ethyl acetate). Reaction conditions: temperature -70 celsius, time 20 minute. Product: CC(=C(C(=O)OC)N1C([C@H]([C@H]1CC=C)C)=O)C (methyl 3-methyl-2-[(3S,4R)-3-methyl-2-oxo-4-allylazetidin-1-yl]but-2-enoate). Reaction SMILES: [CH:1](NC1CCCCC1)(C)C.[CH3:11][C:12]([CH3:26])=[C:13]([N:18]1[C@H:21]([CH2:22][CH:23]=[CH2:24])[CH2:20][C:19]1=[O:25])[C:14]([O:16][CH3:17])=[O:15].Cl>O1CCCC1.C(OCC)(=O)C>[CH3:11][C:12]([CH3:26])=[C:13]([N:18]1[C@H:21]([CH2:22][CH:23]=[CH2:24])[C@H:20]([CH3:1])[C:19]1=[O:25])[C:14]([O:16][CH3:17])=[O:15]. Reported procedure: 1.55 M Butyl lithium-hexane solution (1.66 ml) was added to a solution of N-isopropylcyclohexylamine (0.29 ml) in tetrahydrofuran (3 ml) at -70° C., and the mixture was stirred for 20 minutes at -70° C. and allowed to warm up to 0° C. This mixture was added to a solution of methyl 3-methyl-2-[(4R)-2-oxo-4-allylazetidin-1-yl]but-2-enoate (100 mg) in tetrahydrofuran (3 ml) at -70° C., and the mixture was stirred for 1 hour at -70° C. and allowed to warm up to -30° C. during 30 minutes. 1 N Hydroch... The reactants are [N+](=O)([O-])C1=C(C(=O)OC2CCN(CC2)CC2=CC=CC=C2)C=CC=C1 (1-benzyl-piperidin-4-yl 2-nitro-benzoate). Reagents/catalysts: [Ni] (Raney-nickel). Solvent: C(C)O (ethanol). Reaction conditions: time 24 hour. The product is NC1=C(C(=O)OC2CCN(CC2)CC2=CC=CC=C2)C=CC=C1 (1-benzyl-piperidin-4-yl 2-amino-benzoate). The yield is 70.6%. Reaction SMILES: [N+:1]([C:4]1[CH:25]=[CH:24][CH:23]=[CH:22][C:5]=1[C:6]([O:8][CH:9]1[CH2:14][CH2:13][N:12]([CH2:15][C:16]2[CH:21]=[CH:20][CH:19]=[CH:18][CH:17]=2)[CH2:11][CH2:10]1)=[O:7])([O-])=O>C(O)C.[Ni]>[NH2:1][C:4]1[CH:25]=[CH:24][CH:23]=[CH:22][C:5]=1[C:6]([O:8][CH:9]1[CH2:10][CH2:11][N:12]([CH2:15][C:16]2[CH:17]=[CH:18][CH:19]=[CH:20][CH:21]=2)[CH2:13][CH2:14]1)=[O:7]. Procedure details: 0.5 g (0.00147 mol) of 1-benzyl-piperidin-4-yl 2-nitro-benzoate was dissolved in 20 ml of ethanol and treated with 0.05 g of Raney-nickel. The mixture was hydrogenated at room temperature under normal pressure for 24 hrs. The catalyst was filtered off and the solvent was removed completely. The residue was chromatographed over silica gel with ethyl acetate/hexane (1:1) as the eluent. 0.322 g (71%) of 1-benzyl-piperidin-4-yl 2-amino-benzoate was obtained as yellow crystals; m.p. 87°-88°. Starting materials: C(O)([O-])=O.[Na+] (sodium hydrogen carbonate), CC1=C(C=CC(=C1)[N+](=O)[O-])CO ((2-methyl-4-nitrophenyl)methanol), P(Br)(Br)Br (phosphorous tribromide). Solvent: C(Cl)Cl (DCM), C(Cl)Cl (DCM), C(Cl)Cl (DCM). Run at time 2 hour. The product is BrCC1=C(C=C(C=C1)[N+](=O)[O-])C (1-(bromomethyl)-2-methyl-4-nitrobenzene). Isolated yield 54.3%. RXN SMILES: [CH3:1][C:2]1[CH:7]=[C:6]([N+:8]([O-:10])=[O:9])[CH:5]=[CH:4][C:3]=1[CH2:11]O.P(Br)(Br)[Br:14].C(=O)([O-])O.[Na+]>C(Cl)Cl>[Br:14][CH2:11][C:3]1[CH:4]=[CH:5][C:6]([N+:8]([O-:10])=[O:9])=[CH:7][C:2]=1[CH3:1] |f:2.3|. Procedure details: To a solution of (2-methyl-4-nitrophenyl)methanol (2 g, 12 mmol) in DCM (25 ml) in an ice-water bath under nitrogen was added a solution of phosphorous tribromide (1.13 ml, 12 mmol, Aldrich) in DCM (20 ml). The resulting solution was allowed to warm to ambient temperature and stirred for 2 h. The reaction mixture was poured onto ice-water (70 ml) and saturated sodium hydrogen carbonate (30 ml). The mixture was diluted with DCM (50 ml) and the phases separated. The aqueous extract was washed with...